This data is from the Open Reaction Database (ORD), a public repository of structured organic reaction records. The task is: describe an organic reaction: reactants, conditions, products, and yield Reactants: FC(/C=C/C(=O)O)(F)F ((E)-4,4,4-Trifluorobut-2-enoic acid), C(C)OC1=CC(=CC(=N1)N1CCNCC1)C (1-(6-ethoxy-4-methyl-2-pyridyl)piperazine), TEA, C(C(=O)Cl)(=O)Cl (oxalyl chloride). Solvent: C(C)(=O)OCC (ethyl acetate), ClCCl (dichloromethane), CN(C)C=O (DMF). Conditions: time 10 minute. Yields the product C(C)OC1=CC(=CC(=N1)N1CCN(CC1)C(\C=C\C(F)(F)F)=O)C ((E)-1-[4-(6-Ethoxy-4-methyl-2-pyridyl)piperazin-1-yl]-4,4,4-trifluoro-but-2-en-1-one). The yield is 30.0%. As a reaction SMILES: [F:1][C:2]([F:9])([F:8])/[CH:3]=[CH:4]/[C:5](O)=[O:6].C(Cl)(=O)C(Cl)=O.[CH2:16]([O:18][C:19]1[N:24]=[C:23]([N:25]2[CH2:30][CH2:29][NH:28][CH2:27][CH2:26]2)[CH:22]=[C:21]([CH3:31])[CH:20]=1)[CH3:17]>ClCCl.CN(C=O)C.C(OCC)(=O)C>[CH2:16]([O:18][C:19]1[N:24]=[C:23]([N:25]2[CH2:26][CH2:27][N:28]([C:5](=[O:6])/[CH:4]=[CH:3]/[C:2]([F:9])([F:8])[F:1])[CH2:29][CH2:30]2)[CH:22]=[C:21]([CH3:31])[CH:20]=1)[CH3:17]. Procedure details: (E)-4,4,4-Trifluorobut-2-enoic acid (17 mg, 0.12 mmol) was dissolved in dichloromethane (1 ml), oxalyl chloride (11 μl, 0.12 mmol) was added and the resulting solution was stirred at room temperature for 10 minutes. This solution was added to a solution of 1-(6-ethoxy-4-methyl-2-pyridyl)piperazine (26 mg, 0.12 mmol) and TEA (42 μl, 0.3 mmol) in anhydrous DMF (0.5 ml) and the resulting mixture was stirred at room temperature for one hour. The mixture was diluted with ethyl acetate, washed with sa... Reactants: CC(Cl)c1cccnc1, FC%21=CC(C)=CC(O)=C%21. Reagents/catalysts: O=C([O-])[O-].[Cs+].[Cs+] (cesium carbonate), [I-].[K+] (potassium iodide). The solvent is CN(C)C=O (DMF), CN(C)C=O (dmf), CN(C)C=O (DMF). Run at temperature 70 celsius, time 16 hour. Product: Cc1cc(F)cc(OC(C)c2cccnc2)c1.